Dataset: the Open Reaction Database (ORD), a public repository of structured organic reaction records. Task: describe an organic reaction: reactants, conditions, products, and yield The reactants are [Br-], O=C(Cl)Oc1ccc(Oc2ccc(C(F)(F)F)cn2)cc1, Fc1ccc(CN2CCNCC2)cc1, [K+]. Product: O=C(Oc1ccc(Oc2ccc(C(F)(F)F)cn2)cc1)N1CCN(Cc2ccc(F)cc2)CC1, Cl. Reaction SMILES: [Br-:36].[Cl:1][C:2](=[O:3])[O:4][c:5]1[cH:6][cH:7][c:8]([O:11][c:12]2[n:13][cH:14][c:15]([C:18]([F:19])([F:20])[F:21])[cH:16][cH:17]2)[cH:9][cH:10]1.[F:22][c:23]1[cH:24][cH:25][c:26]([CH2:27][N:28]2[CH2:29][CH2:30][NH:31][CH2:32][CH2:33]2)[cH:34][cH:35]1.[K+:37]>>[C:2](=[O:3])([O:4][c:5]1[cH:6][cH:7][c:8]([O:11][c:12]2[n:13][cH:14][c:15]([C:18]([F:19])([F:20])[F:21])[cH:16][cH:17]2)[cH:9][cH:10]1)[N:31]1[CH2:30][CH2:29][N:28]([CH2:27][c:26]2[cH:25][cH:24][c:23]([F:22])[cH:35][cH:34]2)[CH2:33][CH2:32]1.[ClH:1].